From a dataset of the Open Reaction Database (ORD), a public repository of structured organic reaction records. describe an organic reaction: reactants, conditions, products, and yield Starting materials: CCOCC(Oc1ncnc2c1cnn2-c1ncccc1C(F)(F)F)C(=O)OC, C[Al](C)C, Cc1ccccc1, CCOC(C)=O, Nc1ccc(Cl)cn1, O, O=C(O)CC(O)(CC(=O)O)C(=O)O. The product is CCOCC(Oc1ncnc2c1cnn2-c1ncccc1C(F)(F)F)C(=O)Nc1ccc(Cl)cn1. RXN SMILES: [CH2:13]([CH3:14])[O:15][CH2:16][CH:17]([C:18](=[O:19])[O:20][CH3:21])[O:22][c:23]1[c:24]2[c:25]([n:26][cH:27][n:28]1)[n:29](-[c:32]1[n:33][cH:34][cH:35][cH:36][c:37]1[C:38]([F:39])([F:40])[F:41])[n:30][cH:31]2.[CH3:1][Al:2]([CH3:3])[CH3:4].[CH3:55][c:56]1[cH:57][cH:58][cH:59][cH:60][cH:61]1.[CH3:63][CH2:64][O:65][C:66](=[O:67])[CH3:68].[Cl:5][c:6]1[cH:7][cH:8][c:9]([NH2:12])[n:10][cH:11]1.[OH2:62].[OH:42][C:43]([CH2:44][C:45]([C:46](=[O:47])[OH:48])([CH2:49][C:50](=[O:51])[OH:52])[OH:53])=[O:54]>>[Cl:5][c:6]1[cH:7][cH:8][c:9]([NH:12][C:18]([CH:17]([CH2:16][O:15][CH2:13][CH3:14])[O:22][c:23]2[c:24]3[c:25]([n:26][cH:27][n:28]2)[n:29](-[c:32]2[n:33][cH:34][cH:35][cH:36][c:37]2[C:38]([F:39])([F:40])[F:41])[n:30][cH:31]3)=[O:19])[n:10][cH:11]1.